From a dataset of the Open Reaction Database (ORD), a public repository of structured organic reaction records. describe an organic reaction: reactants, conditions, products, and yield Yields the product C(C)(C)(C)OC(=O)C=1OC2=C(C1C)C(=CC=C2)C=2C=NC=CC2 (3-methyl-4-pyridin-3-yl-benzofuran-2-carboxylic acid tert-butyl ester). Procedure details: To 3-methyl-4-trifluoromethanesulfonyloxy-benzofuran-2-carboxylic acid tert-butyl ester (285 mg, 0.75 mmol) in 3 mL of 1,2-dimethoxyethane was added K2CO3 (363 mg, 3.5 eq), pyridine-3-boronic acid (138 mg, 1.13 mmol), Pd(Ph3)4 (43 mg, 0.05 eq), and 0.5 mL of water. The mixture was heated and stirred in an 85° C. oil bath for 3 h. The reaction mixture was poured into water and was extracted with ethyl acetate. The organic extract was washed with water and dried over sodium sulfate. Removal of the... The solvent is COCCOC (1,2-dimethoxyethane). The reactants are C(C)(C)(C)OC(=O)C=1OC2=C(C1C)C(=CC=C2)OS(=O)(=O)C(F)(F)F (3-methyl-4-trifluoromethanesulfonyloxy-benzofuran-2-carboxylic acid tert-butyl ester), C(=O)([O-])[O-].[K+].[K+] (K2CO3), N1=CC(=CC=C1)B(O)O (pyridine-3-boronic acid), Pd(Ph3)4, O (water), O (water). Run at temperature 85 celsius, time 3 hour. RXN SMILES: [C:1]([O:5][C:6]([C:8]1[O:9][C:10]2[CH:17]=[CH:16][CH:15]=[C:14](OS(C(F)(F)F)(=O)=O)[C:11]=2[C:12]=1[CH3:13])=[O:7])([CH3:4])([CH3:3])[CH3:2].C([O-])([O-])=O.[K+].[K+].[N:32]1[CH:37]=[CH:36][CH:35]=[C:34](B(O)O)[CH:33]=1.O>COCCOC>[C:1]([O:5][C:6]([C:8]1[O:9][C:10]2[CH:17]=[CH:16][CH:15]=[C:14]([C:34]3[CH:33]=[N:32][CH:37]=[CH:36][CH:35]=3)[C:11]=2[C:12]=1[CH3:13])=[O:7])([CH3:4])([CH3:3])[CH3:2] |f:1.2.3|. The yield is 87.1%.